This data is from the Open Reaction Database (ORD), a public repository of structured organic reaction records. The task is: describe an organic reaction: reactants, conditions, products, and yield Starting materials: CON(C(C1=CC(=C(C=C1)Br)C)=O)C (N-methoxy-N-methyl-4-bromo-3-methylbenzamide), [H-].C(C(C)C)[Al+]CC(C)C (diisobutylaluminium hydride), Cl (HCl). Solvent: O1CCCC1 (tetrahydrofuran). Yields the product BrC1=C(C=C(C=O)C=C1)C (4-Bromo-3-methylbenzaldehyde). Isolated yield 98.1%. Reaction SMILES: CON(C)[C:4](=[O:13])[C:5]1[CH:10]=[CH:9][C:8]([Br:11])=[C:7]([CH3:12])[CH:6]=1.[H-].C([Al+]CC(C)C)C(C)C.Cl>O1CCCC1>[Br:11][C:8]1[CH:9]=[CH:10][C:5]([CH:4]=[O:13])=[CH:6][C:7]=1[CH3:12] |f:1.2|. Reported procedure: A solution of N-methoxy-N-methyl-4-bromo-3-methylbenzamide (D17) (12 g; 0.046 mol) in dry tetrahydrofuran (120 ml) under argon, at -78° C. was treated dropwise over 15 minutes with diisobutylaluminium hydride (1.5 m in toluene) (46 ml; 0.069 mol). After a further 15 minutes the reaction mixture was added to 5N HCl (100 ml) and extracted into diethyl ether. The organic phase was dried (Na2SO4) and evaporated under reduced pressure to give the title compound as a red oil (8.98 g, 97%). The reactants are C1CCOC1, COc1cc(N)nc(OC)n1, N#Cc1cnc(Cl)s1, [H-], [Na+]. Product: COc1cc(Nc2ncc(C#N)s2)nc(OC)n1. Reaction SMILES: [CH2:22]1[O:23][CH2:24][CH2:25][CH2:26]1.[CH3:3][O:4][c:5]1[n:6][c:7]([O:12][CH3:13])[cH:8][c:9]([NH2:11])[n:10]1.[Cl:14][c:15]1[s:16][c:17]([C:20]#[N:21])[cH:18][n:19]1.[H-:1].[Na+:2]>>[CH3:3][O:4][c:5]1[n:6][c:7]([O:12][CH3:13])[cH:8][c:9]([NH:11][c:15]2[s:16][c:17]([C:20]#[N:21])[cH:18][n:19]2)[n:10]1. The reactants are [N+](=O)([O-])C=1C=C(C=CC1)C(=O)N (3-nitrophenylcarboxamide), 4-N,N-dimethylaminopyridine, C(C)(=O)OC(C)=O (acetic anhydride), C(C)(=O)OC(C)=O (acetic anhydride), 4-N,N-dimethylaminopyridine. Solvent: C(Cl)Cl (methylene chloride), C(Cl)Cl (methylene chloride). Run at time 1 hour. The product is [N+](=O)([O-])C=1C=C(C=CC1)C(=O)NC(C)=O (3-Nitro-N-(acetyl)phenylcarboxamide). RXN SMILES: [N+:1]([C:4]1[CH:5]=[C:6]([C:10]([NH2:12])=[O:11])[CH:7]=[CH:8][CH:9]=1)([O-:3])=[O:2].[C:13](OC(=O)C)(=[O:15])[CH3:14]>C(Cl)Cl>[N+:1]([C:4]1[CH:5]=[C:6]([C:10]([NH:12][C:13](=[O:15])[CH3:14])=[O:11])[CH:7]=[CH:8][CH:9]=1)([O-:3])=[O:2]. Procedure: A solution of 3-nitrophenylcarboxamide (2 g) in 125 ml of dry methylene chloride was cooled to 0° C. and mixed with 1.25 ml of acetic anhydride and 2.1 g of 4-N,N-dimethylaminopyridine. The reaction mixture was warmed to room temperature and stirred for 1 hour. Additional amounts of 4-N,N-dimethylaminopyridine (809 mg) and acetic anhydride (1.25 ml) were added to the reaction mixture and stirring was continued overnight. The reaction mixture was diluted with 300 ml of methylene chloride and was ... The reactants are C1(CCC1)[Mg]Br (cyclobutyl magnesium bromide), C(#N)C1=NC=CC=C1 (2-cyanopyridine), CCOCC (ether). Run at time 2 hour. Yields the product C1(CCC1)C(=O)C1=NC=CC=C1 (Cyclobutyl(2-pyridinyl)methanone). Yield: 83.0%. Reaction SMILES: [CH:1]1([Mg]Br)[CH2:4][CH2:3][CH2:2]1.[C:7]([C:9]1[CH:14]=[CH:13][CH:12]=[CH:11][N:10]=1)#N.CC[O:17]CC>>[CH:1]1([C:7]([C:9]2[CH:14]=[CH:13][CH:12]=[CH:11][N:10]=2)=[O:17])[CH2:4][CH2:3][CH2:2]1. Procedure: To an etheral solution of cyclobutyl magnesium bromide (prepared from bromocyclobutane (970 mg, 7.18 mmol) and magnesium (175 mg, 7.18 mmol) in ether (20 ml)) was dropwise added a solution of 2-cyanopyridine (748 mg, 7.18 mmol) in ether (10 ml) at room temperature. After 2 hours, the reaction was quenched by addition of an aqueous saturated solution of NH4Cl. The mixture was extracted with ether. The organic phase was dried over MgSO4 and concentrated under vacuum. The residue was purified by ch... Reactants: [BH4-], CO, CN(Cc1cc(-c2cccc(C=O)c2F)n(S(=O)(=O)c2cccnc2)c1)C(=O)OC(C)(C)C, [Na+], C1CCOC1, O. Product: CN(Cc1cc(-c2cccc(CO)c2F)n(S(=O)(=O)c2cccnc2)c1)C(=O)OC(C)(C)C. RXN SMILES: [BH4-:34].[CH3:36][OH:37].[F:1][c:2]1[c:3](-[c:10]2[cH:11][c:12]([CH2:24][N:25]([C:26]([O:27][C:28]([CH3:29])([CH3:30])[CH3:31])=[O:32])[CH3:33])[cH:13][n:14]2[S:15](=[O:16])(=[O:17])[c:18]2[cH:19][n:20][cH:21][cH:22][cH:23]2)[cH:4][cH:5][cH:6][c:7]1[CH:8]=[O:9].[Na+:35].[O:39]1[CH2:40][CH2:41][CH2:42][CH2:43]1.[OH2:38]>>[F:1][c:2]1[c:3](-[c:10]2[cH:11][c:12]([CH2:24][N:25]([C:26]([O:27][C:28]([CH3:29])([CH3:30])[CH3:31])=[O:32])[CH3:33])[cH:13][n:14]2[S:15](=[O:16])(=[O:17])[c:18]2[cH:19][n:20][cH:21][cH:22][cH:23]2)[cH:4][cH:5][cH:6][c:7]1[CH2:8][OH:9].